Task: describe an organic reaction: reactants, conditions, products, and yield. Dataset: the Open Reaction Database (ORD), a public repository of structured organic reaction records Reactants: COC1=CC=C(C=C1)NC(=S)N (4-methoxyphenyl-thiourea), S(=O)(Cl)Cl (thionyl chloride). The solvent is C1(=CC=CC=C1)C (toluene). Conditions: temperature 110 celsius, time 2 hour. The product is Cl.COC1=CC2=C(N=C(S2)N)C=C1 (6-methoxy-2-aminobenzthiazole hydrochloride). RXN SMILES: [CH3:1][O:2][C:3]1[CH:8]=[CH:7][C:6]([NH:9][C:10]([NH2:12])=[S:11])=[CH:5][CH:4]=1.S(Cl)([Cl:15])=O>C1(C)C=CC=CC=1>[ClH:15].[CH3:1][O:2][C:3]1[CH:4]=[CH:5][C:6]2[N:9]=[C:10]([NH2:12])[S:11][C:7]=2[CH:8]=1 |f:3.4|. Procedure: 182 Parts of 4-methoxyphenyl-thiourea are suspended in 900 parts of toluene; 310 parts of thionyl chloride are added over a period of 1 hour at 20° to 30° C. The temperature of the mixture is then uniformly raised to 110° C. within 2 hours while stirring, stirring is continued for 2 hours under reflux, 20 parts of kieselguhr are added and the toluene is distilled off by blowing in steam. The solution of 6-methoxy-2-aminobenzthiazole hydrochloride obtained is clarified by adding 5 parts of charco...